From a dataset of the Open Reaction Database (ORD), a public repository of structured organic reaction records. describe an organic reaction: reactants, conditions, products, and yield The reactants are C1CCOC1, CN, Cc1ccccc1, O=Cc1cc2nc(Cl)nc(N3CCOCC3)c2s1, O. Product: CNCc1cc2nc(Cl)nc(N3CCOCC3)c2s1. As a reaction SMILES: [CH2:19]1[O:20][CH2:21][CH2:22][CH2:23]1.[CH3:24][NH2:25].[CH3:26][c:27]1[cH:28][cH:29][cH:30][cH:31][cH:32]1.[Cl:1][c:2]1[n:3][c:4]([N:13]2[CH2:14][CH2:15][O:16][CH2:17][CH2:18]2)[c:5]2[c:6]([n:7]1)[cH:8][c:9]([CH:11]=[O:12])[s:10]2.[OH2:33]>>[Cl:1][c:2]1[n:3][c:4]([N:13]2[CH2:14][CH2:15][O:16][CH2:17][CH2:18]2)[c:5]2[c:6]([n:7]1)[cH:8][c:9]([CH2:11][NH:25][CH3:24])[s:10]2. Reactants: [BH4-].[Na+] (sodium borohydride), N1(CCCCC1)CCCC(=O)C1=CC=2CC3=CC(=CC=C3C2C=C1)C(CCCN1CCCCC1)=O (2,7-bis(4-piperidinobutyryl)fluorene), O (water). Run in CO (methanol). Conditions: temperature -10 celsius, time 16 hour. Product: N1(CCCCC1)CCCC(O)C1=CC=2CC3=CC(=CC=C3C2C=C1)C(O)CCCN1CCCCC1 (α, α'-bis(3-piperidinopropyl)-2,7-fluorenedimethanol). Reaction SMILES: [N:1]1([CH2:7][CH2:8][CH2:9][C:10]([C:12]2[CH:24]=[CH:23][C:22]3[C:21]4[C:16](=[CH:17][C:18]([C:25](=[O:35])[CH2:26][CH2:27][CH2:28][N:29]5[CH2:34][CH2:33][CH2:32][CH2:31][CH2:30]5)=[CH:19][CH:20]=4)[CH2:15][C:14]=3[CH:13]=2)=[O:11])[CH2:6][CH2:5][CH2:4][CH2:3][CH2:2]1.[BH4-].[Na+].O>CO>[N:1]1([CH2:7][CH2:8][CH2:9][CH:10]([C:12]2[CH:24]=[CH:23][C:22]3[C:21]4[C:16](=[CH:17][C:18]([CH:25]([CH2:26][CH2:27][CH2:28][N:29]5[CH2:30][CH2:31][CH2:32][CH2:33][CH2:34]5)[OH:35])=[CH:19][CH:20]=4)[CH2:15][C:14]=3[CH:13]=2)[OH:11])[CH2:2][CH2:3][CH2:4][CH2:5][CH2:6]1 |f:1.2|. Procedure details: A solution of 24.5 g (0.052 mole) of 2,7-bis(4-piperidinobutyryl)fluorene dissolved in 400 ml of methanol is cooled to -10°C. and 3.8 g (0.1 mole) of sodium borohydride is slowly added wih stirring. The reaction mixture is gradually permitted to come to room temperature and stirring continued for an additional 16 hours. The contents of the reaction mixture are poured into approximately 1 liter of water, and the resulting solid which forms is filtered, washed with water and recrystallized from a ... Reactants: F[B-](F)(F)F, CC(C)(C)OC(=O)n1c(C(=O)O)cc2cc(OCc3ccccc3)cnc21, C1COCCN1, CCN(C(C)C)C(C)C, CN(C)C=O, CN(C)C(On1nnc2ccccc21)=[N+](C)C. Product: CC(C)(C)OC(=O)n1c(C(=O)N2CCOCC2)cc2cc(OCc3ccccc3)cnc21. As a reaction SMILES: [B-:28]([F:29])([F:30])([F:31])[F:32].[C:1]([CH3:2])([CH3:3])([CH3:4])[O:5][C:6](=[O:7])[n:8]1[c:9]([C:25](=[O:26])[OH:27])[cH:10][c:11]2[c:12]1[n:13][cH:14][c:15]([O:17][CH2:18][c:19]1[cH:20][cH:21][cH:22][cH:23][cH:24]1)[cH:16]2.[CH2:50]1[CH2:51][O:52][CH2:53][CH2:54][NH:55]1.[CH:56]([N:57]([CH2:58][CH3:59])[CH:60]([CH3:61])[CH3:62])([CH3:63])[CH3:64].[O:65]=[CH:66][N:67]([CH3:68])[CH3:69].[n:33]1([O:34][C:35]([N:36]([CH3:37])[CH3:38])=[N+:39]([CH3:40])[CH3:41])[c:42]2[cH:43][cH:44][cH:45][cH:46][c:47]2[n:48][n:49]1>>[C:1]([CH3:2])([CH3:3])([CH3:4])[O:5][C:6](=[O:7])[n:8]1[c:9]([C:25](=[O:26])[N:55]2[CH2:50][CH2:51][O:52][CH2:53][CH2:54]2)[cH:10][c:11]2[c:12]1[n:13][cH:14][c:15]([O:17][CH2:18][c:19]1[cH:20][cH:21][cH:22][cH:23][cH:24]1)[cH:16]2. Reactants: CO, CCCc1ccc(-c2ccc(S(=O)(=O)Cl)s2)cc1, ClC(Cl)Cl, Cc1noc(N)c1Br. Yields the product CCCc1ccc(-c2ccc(S(=O)(=O)Nc3onc(C)c3Br)s2)cc1. RXN SMILES: [CH3:27][OH:28].[Cl:1][S:2](=[O:3])(=[O:4])[c:5]1[cH:6][cH:7][c:8](-[c:10]2[cH:11][cH:12][c:13]([CH2:16][CH2:17][CH3:18])[cH:14][cH:15]2)[s:9]1.[Cl:29][CH:30]([Cl:31])[Cl:32].[NH2:19][c:20]1[c:21]([Br:26])[c:22]([CH3:25])[n:23][o:24]1>>[S:2](=[O:3])(=[O:4])([c:5]1[cH:6][cH:7][c:8](-[c:10]2[cH:11][cH:12][c:13]([CH2:16][CH2:17][CH3:18])[cH:14][cH:15]2)[s:9]1)[NH:19][c:20]1[c:21]([Br:26])[c:22]([CH3:25])[n:23][o:24]1. Starting materials: O=C1CCC(=O)N1Br, O=C(OOC(=O)c1ccccc1)c1ccccc1, ClC(Cl)(Cl)Cl, CCOC(=O)C=C(C)Oc1cccc(OC(F)(F)F)c1, O. Product: CCOC(=O)C=C(CBr)Oc1cccc(OC(F)(F)F)c1. As a reaction SMILES: [Br:21][N:22]1[C:23](=[O:24])[CH2:25][CH2:26][C:27]1=[O:28].[C:29]([O:30][O:31][C:32](=[O:33])[c:34]1[cH:35][cH:36][cH:37][cH:38][cH:39]1)(=[O:40])[c:41]1[cH:42][cH:43][cH:44][cH:45][cH:46]1.[C:48]([Cl:49])([Cl:50])([Cl:51])[Cl:52].[CH2:1]([CH3:2])[O:3][C:4]([CH:5]=[C:6]([CH3:7])[O:8][c:9]1[cH:10][c:11]([O:15][C:16]([F:17])([F:18])[F:19])[cH:12][cH:13][cH:14]1)=[O:20].[OH2:47]>>[CH2:1]([CH3:2])[O:3][C:4]([CH:5]=[C:6]([CH2:7][Br:21])[O:8][c:9]1[cH:10][c:11]([O:15][C:16]([F:17])([F:18])[F:19])[cH:12][cH:13][cH:14]1)=[O:20]. Reactants: O=c1[nH]nc(C2CC3(c4ccccc4)C(OCc4cc(C(F)(F)F)cc(C(F)(F)F)c4)CCC2N3Cc2ccccc2)[nH]1, CCO. Product: O=c1[nH]nc(C2CC3(c4ccccc4)NC2CCC3OCc2cc(C(F)(F)F)cc(C(F)(F)F)c2)[nH]1. Reaction SMILES: [CH2:1]([c:2]1[cH:3][cH:4][cH:5][cH:6][cH:7]1)[N:8]1[C:9]2([c:38]3[cH:39][cH:40][cH:41][cH:42][cH:43]3)[CH:10]([O:22][CH2:23][c:24]3[cH:25][c:26]([C:34]([F:35])([F:36])[F:37])[cH:27][c:28]([C:30]([F:31])([F:32])[F:33])[cH:29]3)[CH2:11][CH2:12][CH:13]1[CH:14]([c:16]1[nH:17][c:18](=[O:21])[nH:19][n:20]1)[CH2:15]2.[CH3:44][CH2:45][OH:46]>>[NH:8]1[C:9]2([c:38]3[cH:39][cH:40][cH:41][cH:42][cH:43]3)[CH:10]([O:22][CH2:23][c:24]3[cH:25][c:26]([C:34]([F:35])([F:36])[F:37])[cH:27][c:28]([C:30]([F:31])([F:32])[F:33])[cH:29]3)[CH2:11][CH2:12][CH:13]1[CH:14]([c:16]1[nH:17][c:18](=[O:21])[nH:19][n:20]1)[CH2:15]2. Starting materials: COC(CC1=C(C=CC=C1)CC1=CC(=C(C=C1)N1S(NC(C1)=O)(=O)=O)O)=O ({2-[3-hydroxy-4-(1,1,4-trioxo-1,2,5-thiadiazolidin-2-yl)-benzyl]-phenyl}-acetic acid methyl ester), [OH-].[K+] (KOH), Cl (HCl). The solvent is O.CO.CC#N (water MeOH MeCN). Run at temperature 60 celsius. The product is OC=1C=C(CC2=C(C=CC=C2)CC(=O)O)C=CC1N1S(NC(C1)=O)(=O)=O ({2-[3-Hydroxy-4-(1,1,4-trioxo-1,2,5-thiadiazolidin-2-yl)-benzyl]-phenyl}-acetic Acid). Reaction SMILES: C[O:2][C:3](=[O:27])[CH2:4][C:5]1[CH:10]=[CH:9][CH:8]=[CH:7][C:6]=1[CH2:11][C:12]1[CH:17]=[CH:16][C:15]([N:18]2[CH2:22][C:21](=[O:23])[NH:20][S:19]2(=[O:25])=[O:24])=[C:14]([OH:26])[CH:13]=1.[OH-].[K+].Cl>O.CO.CC#N>[OH:26][C:14]1[CH:13]=[C:12]([CH:17]=[CH:16][C:15]=1[N:18]1[CH2:22][C:21](=[O:23])[NH:20][S:19]1(=[O:25])=[O:24])[CH2:11][C:6]1[CH:7]=[CH:8][CH:9]=[CH:10][C:5]=1[CH2:4][C:3]([OH:27])=[O:2] |f:1.2,4.5.6|. Procedure details: To a solution of {2-[3-hydroxy-4-(1,1,4-trioxo-1,2,5-thiadiazolidin-2-yl)-benzyl]-phenyl}-acetic acid methyl ester in water/MeOH/MeCN (1:1:1) is added KOH and the mixture is heated at 60° C. for 1 h. The mixture is cooled to RT and is acidified with 1N HCl. The mixture is purified by preparative HPLC to give the title compound. (M−1)−=375. HPLC retention time=0.63 min (Method A).